Dataset: the Open Reaction Database (ORD), a public repository of structured organic reaction records. Task: describe an organic reaction: reactants, conditions, products, and yield The reagents and catalysts are C(C)(=O)[O-].[Pd+2].C(C)(=O)[O-] (palladium (II) acetate). The yield is 61.7%. Run in C1(=CC=CC=C1)C (toluene). The reactants are C1(=CC=CC=C1)NC1=CC=CC=C1 (diphenylamine), IC1=CC(=CC=C1)[N+](=O)[O-] (1-iodo-3-nitrobenzene), biphenyl 2-dicyclohexylphosphine, CC(C)([O-])C.[Na+] (sodium tert-butoxide). Reaction SMILES: [C:1]1([NH:7][C:8]2[CH:13]=[CH:12][CH:11]=[CH:10][CH:9]=2)[CH:6]=[CH:5][CH:4]=[CH:3][CH:2]=1.I[C:15]1[CH:20]=[CH:19][CH:18]=[C:17]([N+:21]([O-:23])=[O:22])[CH:16]=1.CC(C)([O-])C.[Na+]>C([O-])(=O)C.[Pd+2].C([O-])(=O)C.C1(C)C=CC=CC=1>[N+:21]([C:17]1[CH:16]=[C:15]([CH:20]=[CH:19][CH:18]=1)[N:7]([C:8]1[CH:9]=[CH:10][CH:11]=[CH:12][CH:13]=1)[C:1]1[CH:6]=[CH:5][CH:4]=[CH:3][CH:2]=1)([O-:23])=[O:22] |f:2.3,4.5.6|. Reported procedure: A 1 L round bottom flask was charged with diphenylamine (13.29 g, 79.0 mmol), 1-iodo-3-nitrobenzene (19.56 g, 79.0 mmol), palladium (II) acetate (0.70 g, 3.12 mmol), biphenyl-2-dicyclohexylphosphine (2.19 g, 6.25 mmol), sodium tert-butoxide (10.48 g, 109 mmol) and toluene (400 mL). This was stirred at reflux for 18 h. The mixture was then filtered. The filtrate was concentrated in vacuo, and the crude product was chromatographed (silica gel) using a gradient of 10-20% dichloromethane in hexane t... The product is [N+](=O)([O-])C=1C=C(N(C2=CC=CC=C2)C2=CC=CC=C2)C=CC1 (3-nitro-N,N-diphenylaniline). Reactants: ClCCCCCCC#C (1-chlorooct-7-yne), BrCC(=CCC=C(CCCCC)C)C (1-bromo-2,6-dimethyl-2,5-undecadiene), [Cl-].[NH4+] (ammonium chloride), C(C)[Mg]Br (ethyl magnesium bromide), cuprous chloride. Solvent: CCOCC (ether), O1CCCC1 (tetrahydrofuran), O1CCCC1 (tetrahydrofuran), O1CCCC1 (tetrahydrofuran), CCOCC (ether). Run at time 20 minute. Yields the product ClCCCCCCC#CCC(=CCC=C(CCCCC)C)C (1-chloro-10,14-dimethylnonadeca-10,13-dien-7-yne). RXN SMILES: [Cl:1][CH2:2][CH2:3][CH2:4][CH2:5][CH2:6][CH2:7][C:8]#[CH:9].C([Mg]Br)C.Br[CH2:15][C:16]([CH3:27])=[CH:17][CH2:18][CH:19]=[C:20]([CH3:26])[CH2:21][CH2:22][CH2:23][CH2:24][CH3:25].[Cl-].[NH4+]>CCOCC.O1CCCC1>[Cl:1][CH2:2][CH2:3][CH2:4][CH2:5][CH2:6][CH2:7][C:8]#[C:9][CH2:15][C:16]([CH3:27])=[CH:17][CH2:18][CH:19]=[C:20]([CH3:26])[CH2:21][CH2:22][CH2:23][CH2:24][CH3:25] |f:3.4|. Procedure: A solution of 12.0 g. of 1-chlorooct-7-yne in 20 ml. of tetrahydrofuran is added to a mixture of 27 ml. of 3N ethyl magnesium bromide in ether and 50 ml. of tetrahydrofuran. The mixture is stirred and heated under reflux for 30 min. under nitrogen, then 0.45 g. of powdered cuprous chloride is added and heating and stirring is continued for 20 min. A solution of 20.0 g. of 1-bromo-2,6-dimethyl-2,5-undecadiene in 15-ml. of tetrahydrofuran is added and the mixture is heated under reflux for 10 hrs.... Reactants: CC(=O)OC1Cc2ccc(CC(NC(=O)OC(C)(C)C)C(=O)O)cc2C1, OC1Cc2ccccc2C1, CC(=O)Cl. The product is CC(=O)OC1Cc2ccccc2C1. As a reaction SMILES: [C:1]([CH3:2])(=[O:3])[O:4][CH:5]1[CH2:6][c:7]2[cH:8][cH:9][c:10]([CH2:14][CH:15]([NH:16][C:17]([O:18][C:19]([CH3:20])([CH3:21])[CH3:22])=[O:23])[C:24]([OH:25])=[O:26])[cH:11][c:12]2[CH2:13]1.[CH2:27]1[c:28]2[c:29]([cH:30][cH:31][cH:32][cH:33]2)[CH2:34][CH:35]1[OH:36].[CH3:37][C:38](=[O:39])[Cl:40]>>[C:1]([CH3:2])(=[O:3])[O:4][CH:5]1[CH2:6][c:7]2[cH:8][cH:9][cH:10][cH:11][c:12]2[CH2:13]1. Reactants: C(C)(C)(C)OC(=O)N1CC(CC1)NC(=O)OCC1=CC=CC=C1 (3-Benzyloxycarbonylamino-pyrrolidine-1-carboxylic acid tert-butyl ester), C(=O)(C(F)(F)F)O (TFA). Run in ClCCl (dichloromethane). The product is C(C1=CC=CC=C1)OC(NC1CNCC1)=O (Pyrrolidin-3-yl-carbamic acid benzyl ester). Reaction SMILES: C(OC([N:8]1[CH2:12][CH2:11][CH:10]([NH:13][C:14]([O:16][CH2:17][C:18]2[CH:23]=[CH:22][CH:21]=[CH:20][CH:19]=2)=[O:15])[CH2:9]1)=O)(C)(C)C.C(O)(C(F)(F)F)=O>ClCCl>[CH2:17]([O:16][C:14](=[O:15])[NH:13][CH:10]1[CH2:11][CH2:12][NH:8][CH2:9]1)[C:18]1[CH:23]=[CH:22][CH:21]=[CH:20][CH:19]=1. Reported procedure: To a solution of 3.21 g 3-Benzyloxycarbonylamino-pyrrolidine-1-carboxylic acid tert-butyl ester in 40 ml dichloromethane were added 11 ml TFA. After 16 h the solution was evaporated to give the crude hydrotrifluoroacetate. Yield: 3.20 g. Product: CC(C)(C)CC(C=O)=Cc1ccc(Cl)cc1. As a reaction SMILES: [CH3:12][C:13]([CH2:14][CH2:15][CH:16]=[O:17])([CH3:18])[CH3:19].[CH3:25][OH:26].[Cl:1][c:2]1[cH:3][cH:4][c:5]([CH:6]=[O:7])[cH:8][cH:9]1.[Na+:11].[OH-:10].[S:20](=[O:21])(=[O:22])([OH:23])[OH:24]>>[Cl:1][c:2]1[cH:3][cH:4][c:5]([CH:6]=[C:15]([CH2:14][C:13]([CH3:12])([CH3:18])[CH3:19])[CH:16]=[O:17])[cH:8][cH:9]1. Starting materials: CC(C)(C)CCC=O, CO, O=Cc1ccc(Cl)cc1, [Na+], [OH-], O=S(=O)(O)O.